This data is from the Open Reaction Database (ORD), a public repository of structured organic reaction records. The task is: describe an organic reaction: reactants, conditions, products, and yield Reactants: C(C)(=O)C=1OC2=C(C1)C=CC=C2OC (2-acetyl-7-methoxybenzofuran), [N+](=O)(O)[O-] (nitric acid), C([O-])([O-])=O.[Na+].[Na+] (sodium carbonate), ice. Solvent: C(C)(=O)OC(C)=O (acetic anhydride). Run at time 3 hour. Product: C(C)(=O)C=1OC2=C(C1)C(=CC=C2OC)[N+](=O)[O-] (2-Acetyl-7-methoxy-4-nitrobenzofuran). RXN SMILES: [C:1]([C:4]1[O:5][C:6]2[C:12]([O:13][CH3:14])=[CH:11][CH:10]=[CH:9][C:7]=2[CH:8]=1)(=[O:3])[CH3:2].[N+:15]([O-])([OH:17])=[O:16].C(=O)([O-])[O-].[Na+].[Na+]>C(OC(=O)C)(=O)C>[C:1]([C:4]1[O:5][C:6]2[C:12]([O:13][CH3:14])=[CH:11][CH:10]=[C:9]([N+:15]([O-:17])=[O:16])[C:7]=2[CH:8]=1)(=[O:3])[CH3:2] |f:2.3.4|. Reported procedure: To a solution of 2-acetyl-7-methoxybenzofuran (4.0 g) in acetic anhydride (50 mL) at 0° C. was added 70% nitric acid (1.5 mL) drop-wise. The mixture was warmed to room temperature and stirred for 3 h then poured into ice-cold saturated sodium carbonate (200 mL). Solid sodium carbonate was added carefully with stirring until basic (pH=8). The mixture was filtered and the solid collected by vacuum filtration. The solid was boiled in 100 mL (methanol) for 1 h, then cooled to 0° C. and filtered to g... Starting materials: carboxylic esters, carboxylic acids, ClCCCS(=O)(=O)OCC([C@H](C(=O)O)OCC1=CC=C(C=C1)OC)(C)C ((2R)-4-[(3-Chloropropyl)sulfonyloxy]-2-[(4-methoxyphenyl)methoxy]-3,3-dimethylbutanoic acid), C(C(=O)Cl)(=O)Cl (oxalyl chloride), C(C1=CC=CC=C1)O (benzyl alcohol), N1=CC=CC=C1 (pyridine), acid chloride. Solvent: ClCCl (dichloromethane), ClCCl (dichloromethane). Yields the product ClCCCS(=O)(=O)OCC([C@H](C(=O)OCC1=CC=CC=C1)OCC1=CC=C(C=C1)OC)(C)C (Phenylmethyl (2R)-4-[(3-chloropropyl)sulfonyloxy]-2-[(4-methoxyphenyl)methoxy]-3,3-dimethylbutanoate). Isolated yield 73.5%. RXN SMILES: [Cl:1][CH2:2][CH2:3][CH2:4][S:5]([O:8][CH2:9][C:10]([CH3:26])([CH3:25])[C@@H:11]([O:15][CH2:16][C:17]1[CH:22]=[CH:21][C:20]([O:23][CH3:24])=[CH:19][CH:18]=1)[C:12]([OH:14])=[O:13])(=[O:7])=[O:6].C(Cl)(=O)C(Cl)=O.[CH2:33](O)[C:34]1[CH:39]=[CH:38][CH:37]=[CH:36][CH:35]=1.N1C=CC=CC=1>ClCCl>[Cl:1][CH2:2][CH2:3][CH2:4][S:5]([O:8][CH2:9][C:10]([CH3:26])([CH3:25])[C@@H:11]([O:15][CH2:16][C:17]1[CH:22]=[CH:21][C:20]([O:23][CH3:24])=[CH:19][CH:18]=1)[C:12]([O:14][CH2:33][C:34]1[CH:39]=[CH:38][CH:37]=[CH:36][CH:35]=1)=[O:13])(=[O:7])=[O:6]. Procedure: Following the general procedure for the preparation of carboxylic esters from carboxylic acids of Description 15, (2R)-4-[(3-chloropropyl)sulfonyloxy]-2-[(4-methoxyphenyl)methoxy]-3,3-dimethylbutanoic acid (13) (0.50 g, 1.2 mmol) dissolved in 20 mL of anhydrous dichloromethane (DCM) was reacted with 0.7 mL (1.4 mmol) of oxalyl chloride (2.0 M in DCM). After completion of the reaction, a solution of 0.34 mL of benzyl alcohol (0.34 mL, 0.36 g, 3.3 mmol) and 0.28 mL of pyridine (0.26 g, 3.3 mmol) i... Starting materials: C(C)(C)(C)C=1C=C(C(=O)NC2=CC(=C(C=C2)C)N2C=CN3N=C(C=C32)C=3C=NN(C3)CC3=CC=C(C=C3)OC)C=C(C1)N1CCN(CC1)C (3-tert-Butyl-N-(3-{6-[1-(4-methoxybenzyl)-1H-pyrazol-4-yl]-1H-imidazo[1,2-b]pyrazol-1-yl}-4-methylphenyl)-5-(4-methylpiperazin-1-yl)benzamide). Run in FC(C(=O)O)(F)F (trifluoroacetic acid). Run at temperature 80 celsius, time 3 hour. The product is C(C)(C)(C)C=1C=C(C(=O)NC2=CC(=C(C=C2)C)N2C=CN3N=C(C=C32)C=3C=NNC3)C=C(C1)N1CCN(CC1)C (3-tert-Butyl-5-(4-methylpiperazin-1-yl)-N-{4-methyl-3-[6-(1H-pyrazol-4-yl)-1H-imidazo[1,2-b]-pyrazol-1-yl]phenyl}benzamide). RXN SMILES: [C:1]([C:5]1[CH:6]=[C:7]([CH:40]=[C:41]([N:43]2[CH2:48][CH2:47][N:46]([CH3:49])[CH2:45][CH2:44]2)[CH:42]=1)[C:8]([NH:10][C:11]1[CH:16]=[CH:15][C:14]([CH3:17])=[C:13]([N:18]2[C:25]3[N:21]([N:22]=[C:23]([C:26]4[CH:27]=[N:28][N:29](CC5C=CC(OC)=CC=5)[CH:30]=4)[CH:24]=3)[CH:20]=[CH:19]2)[CH:12]=1)=[O:9])([CH3:4])([CH3:3])[CH3:2]>FC(F)(F)C(O)=O>[C:1]([C:5]1[CH:6]=[C:7]([CH:40]=[C:41]([N:43]2[CH2:48][CH2:47][N:46]([CH3:49])[CH2:45][CH2:44]2)[CH:42]=1)[C:8]([NH:10][C:11]1[CH:16]=[CH:15][C:14]([CH3:17])=[C:13]([N:18]2[C:25]3[N:21]([N:22]=[C:23]([C:26]4[CH:27]=[N:28][NH:29][CH:30]=4)[CH:24]=3)[CH:20]=[CH:19]2)[CH:12]=1)=[O:9])([CH3:4])([CH3:2])[CH3:3]. Procedure: 68 mg (76% pure, 79 μmol) of the compound of Example 57A were initially charged in 0.32 ml of trifluoroacetic acid and stirred at 80° C. for 3 h. The mixture was then purified directly by preparative HPLC (Method 29). The product fractions were concentrated under reduced pressure and the residue was taken up in ethyl acetate and washed with saturated aqueous sodium bicarbonate solution. The organic phase was dried over sodium sulphate, filtered and concentrated under reduced pressure. This gave ...